This data is from the Open Reaction Database (ORD), a public repository of structured organic reaction records. The task is: describe an organic reaction: reactants, conditions, products, and yield Reactants: NC1=NC(c2ccncc2)(c2ccc(F)c(Br)c2)c2ccccc21, OB(O)c1cccnc1F. Yields the product NC1=NC(c2ccncc2)(c2ccc(F)c(-c3cccnc3F)c2)c2ccccc21. As a reaction SMILES: [Br:1][c:2]1[cH:3][c:4]([C:9]2([c:19]3[cH:20][cH:21][n:22][cH:23][cH:24]3)[N:10]=[C:11]([NH2:18])[c:12]3[cH:13][cH:14][cH:15][cH:16][c:17]32)[cH:5][cH:6][c:7]1[F:8].[F:25][c:26]1[n:27][cH:28][cH:29][cH:30][c:31]1[B:32]([OH:33])[OH:34]>>[c:2]1(-[c:31]2[c:26]([F:25])[n:27][cH:28][cH:29][cH:30]2)[cH:3][c:4]([C:9]2([c:19]3[cH:20][cH:21][n:22][cH:23][cH:24]3)[N:10]=[C:11]([NH2:18])[c:12]3[cH:13][cH:14][cH:15][cH:16][c:17]32)[cH:5][cH:6][c:7]1[F:8]. The reactants are C(C)OC(COC1=CC2=C(SC(=C2)C(C)O)C(=C1Cl)Cl)=O (ethyl[(6,7-dichloro-2-(1-hydroxyethyl)benzo[b]thien-5-yl)oxy]acetate), [OH-].[Na+] (sodium hydroxide). Solvent: C(C)O (ethanol). The product is ClC=1C(=CC2=C(SC(=C2)C(C)O)C1Cl)OCC(=O)O ([(6,7-dichloro-2-(1-hydroxyethyl)benzo[b]thien-5-yl)oxy]acetic acid). Yield: 77.5%. Reaction SMILES: C([O:3][C:4](=[O:21])[CH2:5][O:6][C:7]1[C:18]([Cl:19])=[C:17]([Cl:20])[C:10]2[S:11][C:12]([CH:14]([OH:16])[CH3:15])=[CH:13][C:9]=2[CH:8]=1)C.[OH-].[Na+]>C(O)C>[Cl:19][C:18]1[C:7]([O:6][CH2:5][C:4]([OH:21])=[O:3])=[CH:8][C:9]2[CH:13]=[C:12]([CH:14]([OH:16])[CH3:15])[S:11][C:10]=2[C:17]=1[Cl:20] |f:1.2|. Procedure details: To 16 g of ethyl[(6,7-dichloro-2-(1-hydroxyethyl)benzo[b]thien-5-yl)oxy]acetate in 300 ml 95% ethanol is added 300 ml of a 6N sodium hydroxide and the mixture is refluxed at 100° for 30 mins. The cooled mixture is concentrated to a white slurry which is diluted with 200 ml of ice-water and 200 ml of ethyl ether. With stirring and efficient cooling, the mixture is acidified with 6N hydrochloric acid. The acidic mixture is extracted with ethyl ether. The ether extracts are washed, dried over anhyd... Starting materials: CSC, CC#N, Cl, O=S(=O)(Cl)c1c(OCC(F)F)cccc1C(F)(F)F, COc1cnc(OC)n2nc(N)nc12, O, O=S(=O)(Cl)Cl. Yields the product COc1cnc(OC)n2nc(NS(=O)(=O)c3c(OCC(F)F)cccc3C(F)(F)F)nc12. As a reaction SMILES: [CH3:1][S:2][CH3:3].[CH3:43][C:44]#[N:45].[Cl:4].[F:19][CH:20]([CH2:21][O:22][c:23]1[c:24]([S:33](=[O:34])(=[O:35])[Cl:36])[c:25]([C:29]([F:30])([F:31])[F:32])[cH:26][cH:27][cH:28]1)[F:37].[NH2:5][c:6]1[n:7][n:8]2[c:9]([O:17][CH3:18])[n:10][cH:11][c:12]([O:15][CH3:16])[c:13]2[n:14]1.[OH2:46].[S:38]([Cl:39])([Cl:40])(=[O:41])=[O:42]>>[NH:5]([c:6]1[n:7][n:8]2[c:9]([O:17][CH3:18])[n:10][cH:11][c:12]([O:15][CH3:16])[c:13]2[n:14]1)[S:33]([c:24]1[c:23]([O:22][CH2:21][CH:20]([F:19])[F:37])[cH:28][cH:27][cH:26][c:25]1[C:29]([F:30])([F:31])[F:32])(=[O:34])=[O:35]. The reactants are CCCc1nc2c(C)cc(-c3cn(C)cn3)cc2n1Cc1ccc(-c2ccccc2C=O)cc1, CC#N, Cl, O, OO. Product: CCCc1nc2c(C)cc(-c3cn(C)cn3)cc2n1Cc1ccc(-c2ccccc2C(=O)O)cc1. As a reaction SMILES: [CH2:1]([CH2:2][CH3:3])[c:4]1[n:5][c:6]2[c:7]([n:8]1[CH2:9][c:10]1[cH:11][cH:12][c:13](-[c:16]3[c:17]([CH:22]=[O:23])[cH:18][cH:19][cH:20][cH:21]3)[cH:14][cH:15]1)[cH:24][c:25](-[c:29]1[n:30][cH:31][n:32]([CH3:34])[cH:33]1)[cH:26][c:27]2[CH3:28].[CH3:39][C:40]#[N:41].[ClH:37].[OH2:38].[OH:35][OH:36]>>[CH2:1]([CH2:2][CH3:3])[c:4]1[n:5][c:6]2[c:7]([n:8]1[CH2:9][c:10]1[cH:11][cH:12][c:13](-[c:16]3[c:17]([C:22](=[O:23])[OH:35])[cH:18][cH:19][cH:20][cH:21]3)[cH:14][cH:15]1)[cH:24][c:25](-[c:29]1[n:30][cH:31][n:32]([CH3:34])[cH:33]1)[cH:26][c:27]2[CH3:28]. Starting materials: C([O-])(O)=O.[Na+] (Sodium bicarbonate), CC1=CC=NC=C1C#N (4-methylnicotinonitrile), C(C)OCC (diethyl ether), Cl (hydrochloric acid), ethylmagnesium bromide diethyl ether. Reaction conditions: time 30 minute. Yields the product CC1=C(C=NC=C1)C(CC)=O (1-(4-methylpyridin-3-yl)propan-1-one). RXN SMILES: [CH3:1][C:2]1[C:7]([C:8]#N)=[CH:6][N:5]=[CH:4][CH:3]=1.Cl.C(=O)(O)[O-:12].[Na+].[CH2:16](OCC)[CH3:17]>>[CH3:1][C:2]1[CH:3]=[CH:4][N:5]=[CH:6][C:7]=1[C:8](=[O:12])[CH2:16][CH3:17] |f:2.3|. Reported procedure: A solution of 4-methylnicotinonitrile (5.90 g) in diethyl ether (75 ml) was cooled to 5° C. and an ethylmagnesium bromide diethyl ether solution (3.0M, 25 ml) was gradually added thereto. The reaction mixture was heated under reflux for 2 hrs. and added to 1N hydrochloric acid (200 ml). The mixture was stirred at room temperature for 30 min. Sodium bicarbonate was added to neutralize the reaction mixture, and the mixture was extracted with ethyl acetate. The organic layer was dried and concentra...